describe an organic reaction: reactants, conditions, products, and yield From a dataset of the Open Reaction Database (ORD), a public repository of structured organic reaction records. The reactants are O=C1CCC(=O)N1Cl, ON=Cc1ccccc1F, CN(C)C=O. As a reaction SMILES: [Cl:11][N:12]1[C:13](=[O:14])[CH2:15][CH2:16][C:17]1=[O:18].[F:1][c:2]1[c:3]([CH:4]=[N:5][OH:6])[cH:7][cH:8][cH:9][cH:10]1.[O:19]=[CH:20][N:21]([CH3:22])[CH3:23]>>[F:1][c:2]1[c:3]([C:4](=[N:5][OH:6])[Cl:11])[cH:7][cH:8][cH:9][cH:10]1. Product: ON=C(Cl)c1ccccc1F. Starting materials: C1=CCC=C1, CS(=O)(=O)C#N, ClCCl. Reaction SMILES: [CH2:1]1[CH:2]=[CH:3][CH:4]=[CH:5]1.[CH3:6][S:7](=[O:8])(=[O:9])[C:10]#[N:11].[Cl:12][CH2:13][Cl:14]>>[CH:1]12[CH2:2][CH:3]([CH:4]=[CH:5]1)[N:11]=[C:10]2[S:7]([CH3:6])(=[O:8])=[O:9]. Yields the product CS(=O)(=O)C1=NC2C=CC1C2. Reactants: CC=1C=C(C=CC1C)C=1N=CC(=NC1)NC(C1=C(C=CC(=C1)N1CCCCC1)[N+](=O)[O-])=O (N-(5-(3,4-dimethylphenyl)pyrazin-2-yl)-2-nitro-5-(piperidin-1-yl)benzamide). Reagents/catalysts: [Pd] (Pd/C). Run in CO (methanol). Conditions: time 4 hour. The product is NC1=C(C(=O)NC2=NC=C(N=C2)C2=CC(=C(C=C2)C)C)C=C(C=C1)N1CCCCC1 (2-amino-N-(5-(3,4-dimethylphenyl)pyrazin-2-yl)-5-(piperidin-1-yl)-benzamide). Yield: 55.3%. RXN SMILES: [CH3:1][C:2]1[CH:3]=[C:4]([C:9]2[N:10]=[CH:11][C:12]([NH:15][C:16](=[O:32])[C:17]3[CH:22]=[C:21]([N:23]4[CH2:28][CH2:27][CH2:26][CH2:25][CH2:24]4)[CH:20]=[CH:19][C:18]=3[N+:29]([O-])=O)=[N:13][CH:14]=2)[CH:5]=[CH:6][C:7]=1[CH3:8]>CO.[Pd]>[NH2:29][C:18]1[CH:19]=[CH:20][C:21]([N:23]2[CH2:28][CH2:27][CH2:26][CH2:25][CH2:24]2)=[CH:22][C:17]=1[C:16]([NH:15][C:12]1[CH:11]=[N:10][C:9]([C:4]2[CH:5]=[CH:6][C:7]([CH3:8])=[C:2]([CH3:1])[CH:3]=2)=[CH:14][N:13]=1)=[O:32]. Procedure: Into a 500-mL round bottom flask, was placed a solution of N-(5-(3,4-dimethylphenyl)pyrazin-2-yl)-2-nitro-5-(piperidin-1-yl)benzamide (3.66 g, 8.47 mmol, 1.00 equiv) in methanol (150 mL). The mixture was treated with Pd/C (aqueous) (3.66 g) and stirred under a hydrogen atmosphere for 4 h at room temperature. The solids were filtered out. The resulting mixture was concentrated under vacuum. This resulted in 1.88 g (55%) of product as a yellow solid. The reactants are NC1=CC(=C(C(=C1)C(C)(C)C)O)C(C)(C)C (4-amino-2,6-di-t-butylphenol), [C@@H]12[C@@H](CCCC1)C(=O)OC2=O (cis-1,2-cyclohexanedicarboxylic anhydride). The solvent is C(C)OCC (diethyl ether), C(C)OCC (diethyl ether). Yields the product C(C)(C)(C)C=1C=C(C=C(C1O)C(C)(C)C)NC(=O)[C@@H]1[C@@H](CCCC1)C(=O)O (2-[N-(3,5-Di-t-butyl-4-hydroxyphenyl)carbamoyl]-cis-cyclohexanecarboxylic Acid). Yield: 71.9%. RXN SMILES: [NH2:1][C:2]1[CH:7]=[C:6]([C:8]([CH3:11])([CH3:10])[CH3:9])[C:5]([OH:12])=[C:4]([C:13]([CH3:16])([CH3:15])[CH3:14])[CH:3]=1.[C@@H:17]12[C:26](=[O:27])[O:25][C:23](=[O:24])[C@@H:18]1[CH2:19][CH2:20][CH2:21][CH2:22]2>C(OCC)C>[C:8]([C:6]1[CH:7]=[C:2]([NH:1][C:26]([C@H:17]2[CH2:22][CH2:21][CH2:20][CH2:19][C@H:18]2[C:23]([OH:25])=[O:24])=[O:27])[CH:3]=[C:4]([C:13]([CH3:16])([CH3:15])[CH3:14])[C:5]=1[OH:12])([CH3:9])([CH3:10])[CH3:11]. Reported procedure: A solution containing 5.68 g (0.03 mole) of 4-amino-2,6-di-t-butylphenol in 200 ml of diethyl ether was added dropwise to a solution of 4.62 g (0.03 mole) of cis-1,2-cyclohexanedicarboxylic anhydride in 200 ml of diethyl ether. The reaction mixture was stirred at room temperature for about sixteen hours. The resulting precipitate was collected, rinsed with a mixture of diethyl ether and hexane, and dried to give 8.1 g of a solid. This material was recrystallized from a mixture of ethyl acetate a... Starting materials: Cl.O=C1OC2(CN1C1=CC=C(C(=O)OC)C=C1)CCNCC2 (methyl 4-(2-oxo-1-oxa-3,8-diazaspiro[4.5]dec-3-yl)benzoate hydrochloride salt), BrC1=C(C=CC(=C1)CBr)C(F)(F)F (2-bromo-4-(bromomethyl)-1-(trifluoromethyl)benzene). The product is BrC=1C=C(CN2CCC3(CN(C(O3)=O)C3=CC=C(C(=O)OC)C=C3)CC2)C=CC1C(F)(F)F (methyl 4-{8-[3-bromo-4-(trifluoromethyl)benzyl]-2-oxo-1-oxa-3,8-diazaspiro[4.5]dec-3-yl}benzoate), oil. Reaction SMILES: Cl.[O:2]=[C:3]1[N:7]([C:8]2[CH:17]=[CH:16][C:11]([C:12]([O:14][CH3:15])=[O:13])=[CH:10][CH:9]=2)[CH2:6][C:5]2([CH2:22][CH2:21][NH:20][CH2:19][CH2:18]2)[O:4]1.[Br:23][C:24]1[CH:29]=[C:28]([CH2:30]Br)[CH:27]=[CH:26][C:25]=1[C:32]([F:35])([F:34])[F:33]>>[Br:23][C:24]1[CH:29]=[C:28]([CH:27]=[CH:26][C:25]=1[C:32]([F:33])([F:34])[F:35])[CH2:30][N:20]1[CH2:21][CH2:22][C:5]2([O:4][C:3](=[O:2])[N:7]([C:8]3[CH:17]=[CH:16][C:11]([C:12]([O:14][CH3:15])=[O:13])=[CH:10][CH:9]=3)[CH2:6]2)[CH2:18][CH2:19]1 |f:0.1|. Procedure details: The title compound was prepared from methyl 4-(2-oxo-1-oxa-3,8-diazaspiro[4.5]dec-3-yl)benzoate hydrochloride salt (50 mg, 0.153 mmol; Example 1, Step 2) and 2-bromo-4-(bromomethyl)-1-(trifluoromethyl)benzene (53.5 mg, 0.168 mmol) following essentially the same procedure described in Step 1 of Example 7-9. The title compound was obtained as a yellow oil (91 mg) that was used without any further purification. Starting materials: [Br-], C1CCOC1, COC(=O)c1cc(OC)cc(S(F)(F)(F)(F)F)c1, CNOC, CC(C)[Mg+], [Cl-], Cl, [NH4+]. The product is COc1cc(C(=O)N(C)OC)cc(S(F)(F)(F)(F)F)c1. As a reaction SMILES: [Br-:24].[CH2:31]1[O:32][CH2:33][CH2:34][CH2:35]1.[CH3:1][O:2][c:3]1[cH:4][c:5]([C:6](=[O:7])[O:8][CH3:9])[cH:10][c:11]([S:13]([F:14])([F:15])([F:16])([F:17])[F:18])[cH:12]1.[CH3:20][NH:21][O:22][CH3:23].[CH:25]([Mg+:26])([CH3:27])[CH3:28].[Cl-:29].[ClH:19].[NH4+:30]>>[CH3:1][O:2][c:3]1[cH:4][c:5]([C:6](=[O:7])[N:21]([CH3:20])[O:22][CH3:23])[cH:10][c:11]([S:13]([F:14])([F:15])([F:16])([F:17])[F:18])[cH:12]1.